From a dataset of the Open Reaction Database (ORD), a public repository of structured organic reaction records. describe an organic reaction: reactants, conditions, products, and yield Reactants: BrCc1cc(CBr)cc(B2OCCCO2)c1, OCCCO, CC#N, [H-], [Na+]. Product: OCCCOCc1cc(CBr)cc(B2OCCCO2)c1. RXN SMILES: [Br:3][CH2:4][c:5]1[cH:6][c:7]([B:13]2[O:14][CH2:15][CH2:16][CH2:17][O:18]2)[cH:8][c:9]([CH2:11][Br:12])[cH:10]1.[CH2:19]([CH2:20][CH2:21][OH:22])[OH:23].[CH3:24][C:25]#[N:26].[H-:2].[Na+:1]>>[CH2:4]([c:5]1[cH:6][c:7]([B:13]2[O:14][CH2:15][CH2:16][CH2:17][O:18]2)[cH:8][c:9]([CH2:11][Br:12])[cH:10]1)[O:22][CH2:21][CH2:20][CH2:19][OH:23]. The reactants are C(C)(=O)OCCOC1=C(C=C(C=C1)C)C1NC(CC(C12C(NC1=CC(=CC=C12)Cl)=O)C1=CC(=CC=C1)Cl)=O (racemic (2′R,3R,4′S)-2′-[2-(2-acetoxy-ethoxy)-5-methyl-phenyl]-6-chloro-4′-(3-chlorophenyl)spiro[3H-indole-3,3′-piperidine]-2,6′(1H)-dione), [OH-].[Na+] (sodium hydroxide), Cl (HCl). The solvent is O1CCCC1 (tetrahydrofuran), CO (methanol). Conditions: time 3 hour. Yields the product ClC1=CC=C2C(=C1)NC(C21C(NC(CC1C1=CC(=CC=C1)Cl)=O)C1=C(C=CC(=C1)C)OCCO)=O (racemic (2′R,3R,4′S)-6-chloro-4′-(3-chlorophenyl)-2′-[2-(2-hydroxy-ethoxy)-5-methyl-phenyl]spiro[3H-indole-3,3′-piperidine]-2,6′(1H)-dione). The yield is 47.2%. RXN SMILES: C([O:4][CH2:5][CH2:6][O:7][C:8]1[CH:13]=[CH:12][C:11]([CH3:14])=[CH:10][C:9]=1[CH:15]1[C:20]2([C:28]3[C:23](=[CH:24][C:25]([Cl:29])=[CH:26][CH:27]=3)[NH:22][C:21]2=[O:30])[CH:19]([C:31]2[CH:36]=[CH:35][CH:34]=[C:33]([Cl:37])[CH:32]=2)[CH2:18][C:17](=[O:38])[NH:16]1)(=O)C.[OH-].[Na+].Cl>O1CCCC1.CO>[Cl:29][C:25]1[CH:24]=[C:23]2[NH:22][C:21](=[O:30])[C:20]3([CH:19]([C:31]4[CH:36]=[CH:35][CH:34]=[C:33]([Cl:37])[CH:32]=4)[CH2:18][C:17](=[O:38])[NH:16][CH:15]3[C:9]3[CH:10]=[C:11]([CH3:14])[CH:12]=[CH:13][C:8]=3[O:7][CH2:6][CH2:5][OH:4])[C:28]2=[CH:27][CH:26]=1 |f:1.2|. Reported procedure: To a solution of racemic (2′R,3R,4′S)-2′-[2-(2-acetoxy-ethoxy)-5-methyl-phenyl]-6-chloro-4′-(3-chlorophenyl)spiro[3H-indole-3,3′-piperidine]-2,6′(1H)-dione (0.16 g, 0.29 mmol) prepared in example 128c in tetrahydrofuran (30 mL) and methanol (10 mL) was added sodium hydroxide aqueous solution (1N, 10 mL). the reaction mixture was stirred at room temperature for 3 h, then neutralized to “pH” 7 by aqueous HCl. The mixture was then extracted with ethyl acetate. The organic layer was separated, conce... Reactants: C(C1=CC=CC=C1)N(C1=C(C(=CC(=C1)OCC1=CC=CC=C1)C)C)C(C(=O)NC1=CC=CC=C1)=O (N-benzyl-5'-benzyloxy-2'-methylmethyloxalanilide), C([O-])([O-])=O.[K+].[K+] (potassium carbonate), C(C=C)I (allyl iodide), [OH-].[K+] (potassium hydroxide). Solvent: C(C)O (ethanol). Run at temperature 50 celsius, time 2 hour. The product is C(C=C)OC1=C2C(C(N(C2=C(C=C1)C)CC1=CC=CC=C1)=O)=O (4-Allyloxy-1-benzyl-2,3-dihydro-7-methyl-1H-indol-2,3-dione). RXN SMILES: [CH2:1]([N:8]([C:25](=[O:35])[C:26](NC1C=CC=CC=1)=[O:27])[C:9]1[CH:14]=[C:13]([O:15][CH2:16][C:17]2C=CC=C[CH:18]=2)[CH:12]=[C:11](C)[C:10]=1[CH3:24])[C:2]1[CH:7]=[CH:6][CH:5]=[CH:4][CH:3]=1.[OH-].[K+].C(=O)([O-])[O-].[K+].[K+].C(I)C=C>C(O)C>[CH2:16]([O:15][C:13]1[CH:12]=[CH:11][C:10]([CH3:24])=[C:9]2[C:14]=1[C:26](=[O:27])[C:25](=[O:35])[N:8]2[CH2:1][C:2]1[CH:7]=[CH:6][CH:5]=[CH:4][CH:3]=1)[CH:17]=[CH2:18] |f:1.2,3.4.5|. Reported procedure: 149.98 g (0.386 mol) of N-benzyl-5'-benzyloxy-2'-methylmethyloxalanilide was dissolve in 900 ml of 90% ethanol aqueous solution. After the addition of 44.0 g (0.786 mol) of potassium hydroxide, the mixture was stirred for 2 hours at 50° C. The reaction mixture was concentrated under reduced pressure, and to the residue were slowly added 400 ml of trifluoroacetic acid and then 400 ml of trifluoroacetic anhydride under cooling with ice. The temperature was raised to 50° C and the mixture was stirr... Reactants: CCCSP(=O)(CC)Oc1ccccc1C=O, ClCCl, CO, NNC(=O)c1ccc(C(F)(F)F)cc1. The product is CCCSP(=O)(CC)Oc1ccccc1C=NNC(=O)c1ccc(C(F)(F)F)cc1. RXN SMILES: [CH2:1]([CH3:2])[P:3]([S:4][CH2:5][CH2:6][CH3:7])([O:8][c:9]1[c:10]([CH:15]=[O:16])[cH:11][cH:12][cH:13][cH:14]1)=[O:17].[CH2:34]([Cl:35])[Cl:36].[CH3:32][OH:33].[F:18][C:19]([c:20]1[cH:21][cH:22][c:23]([C:24](=[O:25])[NH:26][NH2:27])[cH:28][cH:29]1)([F:30])[F:31]>>[CH2:1]([CH3:2])[P:3]([S:4][CH2:5][CH2:6][CH3:7])([O:8][c:9]1[c:10]([CH:15]=[N:27][NH:26][C:24]([c:23]2[cH:22][cH:21][c:20]([C:19]([F:18])([F:30])[F:31])[cH:29][cH:28]2)=[O:25])[cH:11][cH:12][cH:13][cH:14]1)=[O:17]. Starting materials: [Br-], C1CCOC1, CC(C)(C)[O-], CCOc1ccc(C2CCC(=O)CC2)c(F)c1F, [K+], c1ccc([P+](CCC2OCCCO2)(c2ccccc2)c2ccccc2)cc1. Yields the product CCOc1ccc(C2CCC(=CCC3OCCCO3)CC2)c(F)c1F. As a reaction SMILES: [Br-:1].[CH2:53]1[O:54][CH2:55][CH2:56][CH2:57]1.[CH3:29][C:30]([CH3:31])([O-:32])[CH3:33].[F:35][c:36]1[c:37]([CH:46]2[CH2:47][CH2:48][C:49](=[O:52])[CH2:50][CH2:51]2)[cH:38][cH:39][c:40]([O:43][CH2:44][CH3:45])[c:41]1[F:42].[K+:34].[O:2]1[CH:3]([CH2:8][CH2:9][P+:10]([c:11]2[cH:12][cH:13][cH:14][cH:15][cH:16]2)([c:17]2[cH:18][cH:19][cH:20][cH:21][cH:22]2)[c:23]2[cH:24][cH:25][cH:26][cH:27][cH:28]2)[O:4][CH2:5][CH2:6][CH2:7]1>>[O:2]1[CH:3]([CH2:8][CH:9]=[C:49]2[CH2:48][CH2:47][CH:46]([c:37]3[c:36]([F:35])[c:41]([F:42])[c:40]([O:43][CH2:44][CH3:45])[cH:39][cH:38]3)[CH2:51][CH2:50]2)[O:4][CH2:5][CH2:6][CH2:7]1. The reactants are C(C)OC=1C=C2C(=NC(=NC2=CC1OCC(=O)OCC)N1CCOCC1)N1CCC(CC1)N1C(N(C2=CC=C(C=C2C1=O)C)C)=O (3-[1-(6-Ethoxy-7-ethoxycarbonylmethoxy-2-morpholino-4-quinazolinyl)-4-piperidinyl]-1,2,3,4-tetrahydro-1,6-dimethyl-2,4-dioxoquinazoline), [OH-].[Na+] (sodium hydroxide), CCOCC (Ether), Cl (hydrochloric acid). Run in CO (methanol). The product is C(=O)(O)COC1=C(C=C2C(=NC(=NC2=C1)N1CCOCC1)N1CCC(CC1)N1C(N(C2=CC=C(C=C2C1=O)C)C)=O)OCC (3-[1-(7-Carboxymethyloxy-6-ethoxy-2-morpholino-4-quinazolinyl)-4-piperidinyl]-1,2,3,4-tetrahydro-1,6-dimethyl-2,4-dioxoquinazoline). Yield: 101.3%. RXN SMILES: [CH2:1]([O:3][C:4]1[CH:5]=[C:6]2[C:11](=[CH:12][C:13]=1[O:14][CH2:15][C:16]([O:18]CC)=[O:17])[N:10]=[C:9]([N:21]1[CH2:26][CH2:25][O:24][CH2:23][CH2:22]1)[N:8]=[C:7]2[N:27]1[CH2:32][CH2:31][CH:30]([N:33]2[C:42](=[O:43])[C:41]3[C:36](=[CH:37][CH:38]=[C:39]([CH3:44])[CH:40]=3)[N:35]([CH3:45])[C:34]2=[O:46])[CH2:29][CH2:28]1)[CH3:2].[OH-].[Na+].Cl.CCOCC>CO>[C:16]([CH2:15][O:14][C:13]1[CH:12]=[C:11]2[C:6]([C:7]([N:27]3[CH2:32][CH2:31][CH:30]([N:33]4[C:42](=[O:43])[C:41]5[C:36](=[CH:37][CH:38]=[C:39]([CH3:44])[CH:40]=5)[N:35]([CH3:45])[C:34]4=[O:46])[CH2:29][CH2:28]3)=[N:8][C:9]([N:21]3[CH2:26][CH2:25][O:24][CH2:23][CH2:22]3)=[N:10]2)=[CH:5][C:4]=1[O:3][CH2:1][CH3:2])([OH:18])=[O:17] |f:1.2|. Reported procedure: In 30 ml of methanol was dissolved 900 mg (1.42 mmol) of Compound 54 obtained in Example 54, 15 ml of 2N-sodium hydroxide was added, and the mixture was stirred under heating at reflux for 4 hour. After cooling, 4N-hydrochloric acid was added to the reaction mixture and the mixtute was neutralized and subjected to extraction with chloroform. The organic layer was washed, dried and concentrated to give the residue. Ether was added to the above residue to give the precipitate which was collected b... Reactants: [H][H] (hydrogen), [N+](=O)([O-])C1=CC=CC=2C(C3=CC=CC=C3C(C12)=O)=O (nitroanthraquinone), [N+](=O)([O-])C1=CC=CC=2C(C3=CC=CC=C3C(C12)=O)=O (1-nitroanthraquinone), C1(=CC=CC=C1)OC (anisole), C (charcoal), 20, [H][H] (hydrogen). The product is NC1=CC=CC=2C(C3=CC=CC=C3C(C12)=O)=O (1-aminoanthraquinone). As a reaction SMILES: [N+:1]([C:4]1[C:17]2[C:16](=[O:18])[C:15]3[C:10](=[CH:11][CH:12]=[CH:13][CH:14]=3)[C:9](=[O:19])[C:8]=2[CH:7]=[CH:6][CH:5]=1)([O-])=O.C1(OC)C=CC=CC=1.C.[H][H]>[Pd]>[NH2:1][C:4]1[C:17]2[C:16](=[O:18])[C:15]3[C:10](=[CH:11][CH:12]=[CH:13][CH:14]=3)[C:9](=[O:19])[C:8]=2[CH:7]=[CH:6][CH:5]=1. Reagents/catalysts: [Pd] (Pd). Reported procedure: 1 Part of nitroanthraquinone with a content of 97.0 percent of 1-nitroanthraquinone, 9 parts of anisole and 0.005 parts of catalyst (10 percent Pd on active charcoal) are heated to 130° in an autoclave with a capacity of 20 parts by volume and equipped with a rotary agitator. While heating, rinsing with nitrogen is effected and, on reaching the reaction temperature, hydrogen is passed through to provide a total pressure of 6.0 kp per cm2, at which the agitator is activated and hydrogenation effe... Isolated yield 95.1%. The reactants are ClC1=CC=C(C=C1)C1=NC2=C(N1C(C(C)(OC1=CC=C(C=C1)C1=NN=NN1)C)C1CCCCC1)C=C(C(=C2)F)F ((−)-2-(4-Chloro-phenyl)-1-{1-cyclohexyl-2-methyl-2-[4-(1H-tetrazol-5-yl)-phenoxy]-propyl}-5,6-difluoro-1H-benzoimidazole), ClC1=CC=C(C=C1)C1=NC2=C(N1C(C(C)(OC1=CC=C(C=C1)C1=NN=NN1)C)C1CCCCC1)C=C(C(=C2)F)F ((−)-2-(4-Chloro-phenyl)-1-{1-cyclohexyl-2-methyl-2-[4-(1H-tetrazol-5-yl)-phenoxy]-propyl}-5,6-difluoro-1H-benzoimidazole), FC=1C=C(C#N)C=C(C1O)F (3,5-difluoro-4-hydroxybenzonitrile), C1(=CC=CC=C1)P(C1=CC=CC=C1)C1=CC=CC=C1 (triphenylphosphine), N(=NC(=O)OC(C)(C)C)C(=O)OC(C)(C)C (di-tert-butyl azodicarboxylate). Yields the product ClC1=CC=C(C=C1)C1=NC2=C(N1C(COC1=C(C=C(C#N)C=C1F)F)C1CCCCC1)C=CC=C2 (4-{2-[2-(4-Chloro-phenyl)-benzoimidazol-1-yl]-2-cyclohexyl-ethoxy}-3,5-difluoro-benzonitrile). RXN SMILES: [Cl:1][C:2]1[CH:7]=[CH:6][C:5]([C:8]2[N:12]([CH:13]([CH:29]3[CH2:34][CH2:33][CH2:32][CH2:31][CH2:30]3)[C:14](C)(OC3C=CC(C4NN=NN=4)=CC=3)C)[C:11]3[CH:35]=[C:36](F)[C:37](F)=[CH:38][C:10]=3[N:9]=2)=[CH:4][CH:3]=1.[F:41][C:42]1[CH:43]=[C:44]([CH:47]=[C:48]([F:51])[C:49]=1[OH:50])[C:45]#[N:46].C1(P(C2C=CC=CC=2)C2C=CC=CC=2)C=CC=CC=1.N(C(OC(C)(C)C)=O)=NC(OC(C)(C)C)=O>>[Cl:1][C:2]1[CH:3]=[CH:4][C:5]([C:8]2[N:12]([CH:13]([CH:29]3[CH2:34][CH2:33][CH2:32][CH2:31][CH2:30]3)[CH2:14][O:50][C:49]3[C:42]([F:41])=[CH:43][C:44]([C:45]#[N:46])=[CH:47][C:48]=3[F:51])[C:11]3[CH:35]=[CH:36][CH:37]=[CH:38][C:10]=3[N:9]=2)=[CH:6][CH:7]=1. Reported procedure: The title compound was prepared in analogy to Example 4, intermediate, from 2-[2-(4-chloro-phenyl)-benzoimidazol-1-yl]-2-cyclohexyl-ethanol (Example 32, intermediate b), 3,5-difluoro-4-hydroxybenzonitrile (commercially available), triphenylphosphine and di-tert-butyl azodicarboxylate. The compound was purified by silica gel chromatography using a MPLC system (CombiFlash Companion, Isco Inc.) eluting with a gradient of n-heptane:ethyl acetate (100:0 to 70:30). Colorless foam. MS (Turbo Spray): m/... Starting materials: O1CCOC12C=CCC2 (1,4-dioxa-spiro[4.4]non-6-ene), [OH-].[Na+] (NaOH), C(Cl)(Cl)Cl (CHCl3). The reagents and catalysts are [Cl-].C(C)[N+](CC1=CC=CC=C1)(CC)CC (triethylbenzylammonium chloride). Solvent: C(Cl)Cl (CH2Cl2), O (H2O). Reaction conditions: temperature 45 celsius, time 3 day. Product: ClC1(C2CCC3(OCCO3)C12)Cl ((±)-6,6-dichloro-spiro[bicyclo[3.1.0]hexane-2,2′-[1,3]dioxolane]). Reaction SMILES: [O:1]1[C:5]2([CH2:9][CH2:8][CH:7]=[CH:6]2)[O:4][CH2:3][CH2:2]1.[OH-].[Na+].[CH:12](Cl)([Cl:14])[Cl:13]>C(Cl)Cl.[Cl-].C([N+](CC)(CC)CC1C=CC=CC=1)C.O>[Cl:13][C:12]1([Cl:14])[CH:9]2[CH:8]1[CH2:7][CH2:6][C:5]12[O:4][CH2:3][CH2:2][O:1]1 |f:1.2,5.6|. Reported procedure: To a solution of 1,4-dioxa-spiro[4.4]non-6-ene (25.23 g, 0.20 mol) in CHCl3 (200 mL) and CH2Cl2 (200 mL) was added triethylbenzylammonium chloride (100 mg) and 50% NaOH solution (200 mL) at rt. This solution was vigorously stirred at 45° C. over 3 days. The reaction mixture was diluted with H2O (300 mL) and extracted with CHCl3 (2×150 mL). The combined organic layer was concentrated in vacuo and the residue was purified by SiO2 column chromatography (0–50% CH2Cl2 in Hexanes) to the title compoun... Reactants: BrCC1=C(C=CC(=C1)OC1=CC=CC=C1)C(F)(F)F (2-(bromomethyl)-4-(phenyloxy)-1-(trifluoromethyl)benzene), FC1=C(C(=O)NC2=NNC=C2)C(=CC=C1)F (2,6-difluoro-N-1H-pyrazol-3-ylbenzamide), FC1=C(C(=O)NC2=NNC=C2)C(=CC=C1)F (2,6-difluoro-N-1H-pyrazol-3-ylbenzamide), C[Si](C)(C)[N-][Si](C)(C)C.[Li+] (lithium bis(trimethylsilyl)amide). Run in C1CCOC1 (THF), C1CCOC1 (THF). Run at time 30 minute. The product is FC1=C(C(=O)NC2=NN(C=C2)CC2=C(C=CC(=C2)OC2=CC=CC=C2)C(F)(F)F)C(=CC=C1)F (2,6-Difluoro-N-(1-{[5-(Phenyloxy)-2-(trifluoromethyl)phenyl]methyl}-1H-pyrazol-3-yl)benzamide). As a reaction SMILES: [F:1][C:2]1[CH:15]=[CH:14][CH:13]=[C:12]([F:16])[C:3]=1[C:4]([NH:6][C:7]1[CH:11]=[CH:10][NH:9][N:8]=1)=[O:5].C[Si]([N-][Si](C)(C)C)(C)C.[Li+].Br[CH2:28][C:29]1[CH:34]=[C:33]([O:35][C:36]2[CH:41]=[CH:40][CH:39]=[CH:38][CH:37]=2)[CH:32]=[CH:31][C:30]=1[C:42]([F:45])([F:44])[F:43]>C1COCC1>[F:1][C:2]1[CH:15]=[CH:14][CH:13]=[C:12]([F:16])[C:3]=1[C:4]([NH:6][C:7]1[CH:11]=[CH:10][N:9]([CH2:28][C:29]2[CH:34]=[C:33]([O:35][C:36]3[CH:41]=[CH:40][CH:39]=[CH:38][CH:37]=3)[CH:32]=[CH:31][C:30]=2[C:42]([F:43])([F:44])[F:45])[N:8]=1)=[O:5] |f:1.2|. Procedure: To a stirred solution of 2,6-difluoro-N-1H-pyrazol-3-ylbenzamide (for a preparation see Intermediate 9)(100 mg, 0.448 mmol) in dry THF (6.0 ml) under nitrogen at ambient temperature was added 1.0 M lithium bis(trimethylsilyl)amide (0.45 ml, 0.45 mmol) dropwise and then the solution stirred for approximately 30 min. To the solution was added a solution of crude 2-(bromomethyl)-4-(phenyloxy)-1-(trifluoromethyl)benzene (0.135 g) in dry THF (2.5 ml) and stirred for 7 h. The solvent was removed using...